From a dataset of the Open Reaction Database (ORD), a public repository of structured organic reaction records. describe an organic reaction: reactants, conditions, products, and yield Reactants: NC=1C(=NC=CC1)N(CCCN1C(C2=CC=CC=C2C1=O)=O)C1=CC=CC=C1 (2-[3-[(3-Amino-2-pyridinyl)phenylamino]propyl]-1H-isoindole-1,3-(2H)-dione), C(C1=CC=CC=C1)(=O)Cl (benzoyl chloride). The product is O=C1N(C(C2=CC=CC=C12)=O)CCCN(C1=NC=CC=C1NC(C1CCCC=C1)=O)C1=CC=CC=C1 (1,3-Dihydro-N-[2-[[3-(1,3-dioxo-2H-isoindol-2-yl)propyl]phenylamino]-3-pyridinyl]benzamide). RXN SMILES: [NH2:1][C:2]1[C:3]([N:8]([C:23]2[CH:28]=[CH:27][CH:26]=[CH:25][CH:24]=2)[CH2:9][CH2:10][CH2:11][N:12]2[C:20](=[O:21])[C:19]3[C:14](=[CH:15][CH:16]=[CH:17][CH:18]=3)[C:13]2=[O:22])=[N:4][CH:5]=[CH:6][CH:7]=1.[C:29](Cl)(=[O:36])[C:30]1[CH:35]=[CH:34][CH:33]=[CH:32][CH:31]=1>>[O:21]=[C:20]1[C:19]2[C:14](=[CH:15][CH:16]=[CH:17][CH:18]=2)[C:13](=[O:22])[N:12]1[CH2:11][CH2:10][CH2:9][N:8]([C:23]1[CH:28]=[CH:27][CH:26]=[CH:25][CH:24]=1)[C:3]1[C:2]([NH:1][C:29](=[O:36])[CH:30]2[CH:31]=[CH:32][CH2:33][CH2:34][CH2:35]2)=[CH:7][CH:6]=[CH:5][N:4]=1. Reported procedure: 2-[3-[(3-Amino-2-pyridinyl)phenylamino]propyl]-1H-isoindole-1,3-(2H)-dione is reacted with benzoyl chloride to prepare the title compound. The reactants are COC=1C=CC(=CC1)C=O (anisaldehyde), CC(C(C)=O)=NO (2,3-butanedione mono-oxime), Cl (hydrogen chloride). The solvent is C(C)(=O)O (acetic acid). Run at time 3 hour. Product: Cl.COC1=CC=C(C=C1)C=1OC(=C([N+]1[O-])C)C (2-(4-methoxyphenyl)-4,5-dimethyloxazole N-oxide hydrochloride). As a reaction SMILES: [CH3:1][O:2][C:3]1[CH:4]=[CH:5][C:6]([CH:9]=[O:10])=[CH:7][CH:8]=1.[CH3:11][C:12](=[N:16][OH:17])[C:13](=O)[CH3:14].[ClH:18]>C(O)(=O)C>[ClH:18].[CH3:1][O:2][C:3]1[CH:8]=[CH:7][C:6]([C:9]2[O:10][C:13]([CH3:14])=[C:12]([CH3:11])[N+:16]=2[O-:17])=[CH:5][CH:4]=1 |f:4.5|. Procedure: A mixture of 68.07 g of anisaldehyde, 50.5 g of 2,3-butanedione mono-oxime and 150 ml of acetic acid was saturated with hydrogen chloride gas and the mixture was allowed to stand at room temperature for 3 hours. The solid product was collected and recrystallized from methanol to give 2-(4-methoxyphenyl)-4,5-dimethyloxazole N-oxide hydrochloride, m.p. 194°-196° C. The latter was converted to the free base for use in the next reaction by treatment with sodium bicarbonate solution. Reactants: O=C(Nc1nc2cccc(Br)n2n1)c1ccccc1, O=C(Cl)c1cccnc1, Nc1nc2cccc(OC3CCCCC3)n2n1, Cl. Product: O=C(Nc1nc2cccc(OC3CCCCC3)n2n1)c1cccnc1. Reaction SMILES: [Br:1][c:2]1[n:3]2[n:4][c:5]([NH:6][C:7](=[O:8])[c:9]3[cH:10][cH:11][cH:12][cH:13][cH:14]3)[n:15][c:16]2[cH:17][cH:18][cH:19]1.[C:38]([c:39]1[cH:40][n:41][cH:42][cH:43][cH:44]1)(=[O:45])[Cl:46].[CH:20]1([O:26][c:27]2[cH:28][cH:29][cH:30][c:31]3[n:32]2[n:33][c:34]([NH2:36])[n:35]3)[CH2:21][CH2:22][CH2:23][CH2:24][CH2:25]1.[ClH:37]>>[CH:20]1([O:26][c:27]2[cH:28][cH:29][cH:30][c:31]3[n:32]2[n:33][c:34]([NH:36][C:38]([c:39]2[cH:40][n:41][cH:42][cH:43][cH:44]2)=[O:45])[n:35]3)[CH2:21][CH2:22][CH2:23][CH2:24][CH2:25]1. Starting materials: S(O)(O)(=O)=O (sulfuric acid), ClC1=CC=C(C=C1)[Mg]Br (4-chlorophenyl magnesium bromide), COCC#N (methoxyacetonitrile). Solvent: C(C)OCC (diethyl ether), C(C)OCC (diethyl ether), O (water). Yields the product COCC(=O)C1=CC=C(C=C1)Cl (2-methoxy-4'-chloroacetophenone). Reaction SMILES: [CH3:1][O:2][CH2:3][C:4]#N.[Cl:6][C:7]1[CH:12]=[CH:11][C:10]([Mg]Br)=[CH:9][CH:8]=1.S(=O)(=O)(O)[OH:16]>C(OCC)C.O>[CH3:1][O:2][CH2:3][C:4]([C:10]1[CH:11]=[CH:12][C:7]([Cl:6])=[CH:8][CH:9]=1)=[O:16]. Reported procedure: To 25 g (281 mmole) of methoxyacetonitrile in 100 ml of diethyl ether at reflux was added 250 ml (250 mmole) of 1.0M 4-chlorophenyl magnesium bromide in diethyl ether. After refluxing for 30 minutes the reaction mixture was hydrolyzed with a solution of 30 ml of concentrated sulfuric acid in 100 ml of water. The organic layer was washed with water and brine, dried over anhydrous magnesium sulfate, concentrated in vacuo, and dissolved in hexanes. The insolubles were filtered away and the resultan...